This data is from the Open Reaction Database (ORD), a public repository of structured organic reaction records. The task is: describe an organic reaction: reactants, conditions, products, and yield Starting materials: O (water), CC1(OB(OC1(C)C)C1=CC2=C(N(C3=C2C=C(N=C3)C#N)COCC[Si](C)(C)C)N=C1)C (3-(4,4,5,5-tetramethyl-[1,3,2]dioxaborolan-2-yl)-9-(2-trimethylsilanylethoxymethyl)-9H-dipyrido[2,3-b;4′,3′-d]pyrrole-6-carbonitrile), BrC1=CC=C(CN2C3CC(CC2CC3)O)C=C1 (8-(4-bromobenzyl)-8-aza-bicyclo[3.2.1]octan-3-ol), C([O-])([O-])=O.[Cs+].[Cs+] (cesium carbonate). The reagents and catalysts are C=1C=CC(=CC1)[P](C=2C=CC=CC2)(C=3C=CC=CC3)[Pd]([P](C=4C=CC=CC4)(C=5C=CC=CC5)C=6C=CC=CC6)([P](C=7C=CC=CC7)(C=8C=CC=CC8)C=9C=CC=CC9)[P](C=1C=CC=CC1)(C=1C=CC=CC1)C=1C=CC=CC1 (tetrakis(triphenylphosphine)palladium(0)). The solvent is COCCOC (DME), IMS. Conditions: temperature 100 celsius. Yields the product OC1CC2CCC(C1)N2CC2=CC=C(C=C2)C2=CC1=C(N(C3=C1C=C(N=C3)C#N)COCC[Si](C)(C)C)N=C2 (3-[4-(3-Hydroxy-8-aza-bicyclo[3.2.1]oct-8-ylmethyl)-phenyl]-9-(2-trimethylsilanyl-ethoxymethyl)-9H-dipyrido[2,3-b;4′,3′-d]pyrrole-6-carbonitrile). The yield is 59.8%. Reaction SMILES: CC1(C)C(C)(C)OB([C:9]2[CH:31]=[N:30][C:12]3[N:13]([CH2:22][O:23][CH2:24][CH2:25][Si:26]([CH3:29])([CH3:28])[CH3:27])[C:14]4[CH:19]=[N:18][C:17]([C:20]#[N:21])=[CH:16][C:15]=4[C:11]=3[CH:10]=2)O1.Br[C:34]1[CH:49]=[CH:48][C:37]([CH2:38][N:39]2[CH:44]3[CH2:45][CH2:46][CH:40]2[CH2:41][CH:42]([OH:47])[CH2:43]3)=[CH:36][CH:35]=1.C(=O)([O-])[O-].[Cs+].[Cs+].O>COCCOC.C1C=CC([P]([Pd]([P](C2C=CC=CC=2)(C2C=CC=CC=2)C2C=CC=CC=2)([P](C2C=CC=CC=2)(C2C=CC=CC=2)C2C=CC=CC=2)[P](C2C=CC=CC=2)(C2C=CC=CC=2)C2C=CC=CC=2)(C2C=CC=CC=2)C2C=CC=CC=2)=CC=1>[OH:47][CH:42]1[CH2:41][CH:40]2[N:39]([CH2:38][C:37]3[CH:36]=[CH:35][C:34]([C:9]4[CH:31]=[N:30][C:12]5[N:13]([CH2:22][O:23][CH2:24][CH2:25][Si:26]([CH3:29])([CH3:27])[CH3:28])[C:14]6[CH:19]=[N:18][C:17]([C:20]#[N:21])=[CH:16][C:15]=6[C:11]=5[CH:10]=4)=[CH:49][CH:48]=3)[CH:44]([CH2:45][CH2:46]2)[CH2:43]1 |f:2.3.4,^1:66,68,87,106|. Procedure: A degassed mixture of 3-(4,4,5,5-tetramethyl-[1,3,2]dioxaborolan-2-yl)-9-(2-trimethylsilanylethoxymethyl)-9H-dipyrido[2,3-b;4′,3′-d]pyrrole-6-carbonitrile (217 mg, 0.48 mmol), 8-(4-bromobenzyl)-8-aza-bicyclo[3.2.1]octan-3-ol (157 mg, 0.53 mmol), tetrakis(triphenylphosphine)palladium(0) (33 mg, 5 mol %) and cesium carbonate (157 mg, 0.48 mmol) in a mixture of DME (5 mL), IMS (2 mL) and water (1.3 mL) was heated under microwave irradiation at 100° C. for 30 minutes. The cooled reaction mixture was...